From a dataset of the Open Reaction Database (ORD), a public repository of structured organic reaction records. describe an organic reaction: reactants, conditions, products, and yield Reactants: CCc1nn2c(=O)cc(C=O)nc2s1, CCn1nc(C)c(C=O)c1C, CC(C)(C#N)c1ccc(CCC2(C3CCCC3)CC(=O)CC(=O)O2)cc1F. Product: CCc1nn2c(=O)cc(CC3=C(O)CC(CCc4ccc(C(C)(C)C#N)c(F)c4)(C4CCCC4)OC3=O)nc2s1. Reaction SMILES: [CH2:28]([CH3:29])[c:30]1[n:31][n:32]2[c:33]([n:34][c:35]([CH:39]=[O:40])[cH:36][c:37]2=[O:38])[s:41]1.[CH2:42]([n:43]1[c:44]([CH3:45])[c:46]([CH:47]=[O:48])[c:49]([CH3:50])[n:51]1)[CH3:52].[CH:1]1([C:6]2([CH2:14][CH2:15][c:16]3[cH:17][c:18]([F:27])[c:19]([C:22]([C:23]#[N:24])([CH3:25])[CH3:26])[cH:20][cH:21]3)[O:7][C:8](=[O:13])[CH2:9][C:10](=[O:12])[CH2:11]2)[CH2:2][CH2:3][CH2:4][CH2:5]1>>[CH:1]1([C:6]2([CH2:14][CH2:15][c:16]3[cH:17][c:18]([F:27])[c:19]([C:22]([C:23]#[N:24])([CH3:25])[CH3:26])[cH:20][cH:21]3)[O:7][C:8](=[O:13])[C:9]([CH2:39][c:35]3[n:34][c:33]4[n:32]([n:31][c:30]([CH2:28][CH3:29])[s:41]4)[c:37](=[O:38])[cH:36]3)=[C:10]([OH:12])[CH2:11]2)[CH2:2][CH2:3][CH2:4][CH2:5]1. The reactants are [Br-], [Br-], [Br-], CC(=O)c1ccc2c(c1)CCC2, CCCC[N+](CCCC)(CCCC)CCCC, CCCC[N+](CCCC)(CCCC)CCCC, CCCC[N+](CCCC)(CCCC)CCCC, CO, ClCCl. Yields the product O=C(CBr)c1ccc2c(c1)CCC2. Reaction SMILES: [Br-:13].[Br-:14].[Br-:15].[C:1]([CH3:2])(=[O:3])[c:4]1[cH:5][c:6]2[c:10]([cH:11][cH:12]1)[CH2:9][CH2:8][CH2:7]2.[CH2:16]([N+:17]([CH2:18][CH2:19][CH2:20][CH3:21])([CH2:22][CH2:23][CH2:24][CH3:25])[CH2:26][CH2:27][CH2:28][CH3:29])[CH2:30][CH2:31][CH3:32].[CH2:33]([N+:34]([CH2:35][CH2:36][CH2:37][CH3:38])([CH2:39][CH2:40][CH2:41][CH3:42])[CH2:43][CH2:44][CH2:45][CH3:46])[CH2:47][CH2:48][CH3:49].[CH2:50]([N+:51]([CH2:52][CH2:53][CH2:54][CH3:55])([CH2:56][CH2:57][CH2:58][CH3:59])[CH2:60][CH2:61][CH2:62][CH3:63])[CH2:64][CH2:65][CH3:66].[CH3:67][OH:68].[Cl:69][CH2:70][Cl:71]>>[C:1]([CH2:2][Br:13])(=[O:3])[c:4]1[cH:5][c:6]2[c:10]([cH:11][cH:12]1)[CH2:9][CH2:8][CH2:7]2.